Dataset: the Open Reaction Database (ORD), a public repository of structured organic reaction records. Task: describe an organic reaction: reactants, conditions, products, and yield Product: CCCCC(=O)CC(=O)COCc1ccccc1. RXN SMILES: [CH3:1][C:2]([CH2:3][CH2:4][CH2:5][CH3:6])=[O:7].[NH2-:9].[Na:8].[c:10]1([CH2:16][O:17][CH2:18][C:19](=[O:20])[O:21][CH3:22])[cH:11][cH:12][cH:13][cH:14][cH:15]1>>[CH2:1]([C:2]([CH2:3][CH2:4][CH2:5][CH3:6])=[O:7])[C:19]([CH2:18][O:17][CH2:16][c:10]1[cH:11][cH:12][cH:13][cH:14][cH:15]1)=[O:20]. Reactants: CCCCC(C)=O, [NH2-], [Na], COC(=O)COCc1ccccc1. Starting materials: Cl.O1C(=NC=C1)C1=CC=C(C=C1)O (4-(2-oxazolyl)phenol monohydrochloride), C([O-])([O-])=O.[K+].[K+] (potassium carbonate), CN(C=O)C (N,N-dimethylformamide). Run in O (water). Run at temperature 60 celsius, time 8 hour. The product is O1C(=NCC1)C1=CC=C(OCCCCCC#N)C=C1 (6-[4-(4,5-dihydro-2-oxazolyl) phenoxy]hexanenitrile). Yield: 20.6%. RXN SMILES: Cl.[O:2]1[CH:6]=[CH:5][N:4]=[C:3]1[C:7]1[CH:12]=[CH:11][C:10](O)=[CH:9][CH:8]=1.[C:14](=[O:17])([O-])[O-].[K+].[K+].C[N:21]([CH3:24])C=O>O>[O:2]1[CH2:6][CH2:5][N:4]=[C:3]1[C:7]1[CH:12]=[CH:11][C:10]([O:17][CH2:14][CH2:3][CH2:7][CH2:8][CH2:9][C:24]#[N:21])=[CH:9][CH:8]=1 |f:0.1,2.3.4|. Reported procedure: A mixture of 6-boromhexanenitrile, 12 parts of 4-(2-oxazolyl)phenol monohydrochloride, 16.6 parts of potassium carbonate and 282 parts of N,N-dimethylformamide was stirred overnight at 60° C. After cooling, the reaction mixture was poured into water and the product was extracted with methylbenzene. The extract was washed with water, dried, filtered and evaporated. The residue was crystallized from 2,2'-oxybispropane. The product was filtered off and dried, yielding 3.2 parts (20.6%) of 6-[4-(4,5... Reactants: NC1=NC(=NC=C1C(=O)C1=C(C(=CC(=C1OC)OC)F)F)S(=O)C ((4-Amino-2-methylsulfinyl-pyrimidin-5-yl)-(2,3-difluoro-5,6-dimethoxy-phenyl)-methanone), FC(C(=O)O)(F)F.CS(=O)(=O)N1CCC(CC1)N (1-methanesulfonyl-piperidin-4-ylamine; compound with trifluoroacetic acid). The product is NC1=NC(=NC=C1C(=O)C1=C(C(=CC(=C1OC)OC)F)F)NC1CCN(CC1)S(=O)(=O)C ([4-Amino-2-(1-methanesulfonyl-piperidin-4-ylamino)-pyrimidin-5-yl]-(2,3-difluoro-5,6-dimethoxy-phenyl)-methanone). RXN SMILES: [NH2:1][C:2]1[C:7]([C:8]([C:10]2[C:15]([O:16][CH3:17])=[C:14]([O:18][CH3:19])[CH:13]=[C:12]([F:20])[C:11]=2[F:21])=[O:9])=[CH:6][N:5]=[C:4](S(C)=O)[N:3]=1.FC(F)(F)C(O)=O.[CH3:32][S:33]([N:36]1[CH2:41][CH2:40][CH:39]([NH2:42])[CH2:38][CH2:37]1)(=[O:35])=[O:34]>>[NH2:1][C:2]1[C:7]([C:8]([C:10]2[C:15]([O:16][CH3:17])=[C:14]([O:18][CH3:19])[CH:13]=[C:12]([F:20])[C:11]=2[F:21])=[O:9])=[CH:6][N:5]=[C:4]([NH:42][CH:39]2[CH2:40][CH2:41][N:36]([S:33]([CH3:32])(=[O:35])=[O:34])[CH2:37][CH2:38]2)[N:3]=1 |f:1.2|. Procedure details: The compound was prepared from (4-amino-2-methylsulfinyl-pyrimidin-5-yl)-(2,3-difluoro-5,6-dimethoxy-phenyl)-methanone (Example 260) and 1-methanesulfonyl-piperidin-4-ylamine; compound with trifluoroacetic acid (Example 162) in an analogous manner as described in Example 172. HR-MS (ES, m/z) calculated for C19H24N5O5SF [(M+H)+] 472.1465, observed 472.1461. Reactants: C1COCCN1, COc1ccc(-c2coc3cc(OCC4CO4)ccc3c2=O)cc1OC, CCO. Yields the product COc1ccc(-c2coc3cc(OCC(O)CN4CCOCC4)ccc3c2=O)cc1OC. As a reaction SMILES: [CH2:27]1[CH2:28][O:29][CH2:30][CH2:31][NH:32]1.[CH3:1][O:2][c:3]1[cH:4][c:5](-[c:11]2[cH:12][o:13][c:14]3[cH:15][c:16]([O:22][CH2:23][CH:24]4[O:25][CH2:26]4)[cH:17][cH:18][c:19]3[c:20]2=[O:21])[cH:6][cH:7][c:8]1[O:9][CH3:10].[CH3:33][CH2:34][OH:35]>>[CH3:1][O:2][c:3]1[cH:4][c:5](-[c:11]2[cH:12][o:13][c:14]3[cH:15][c:16]([O:22][CH2:23][CH:24]([OH:25])[CH2:26][N:32]4[CH2:27][CH2:28][O:29][CH2:30][CH2:31]4)[cH:17][cH:18][c:19]3[c:20]2=[O:21])[cH:6][cH:7][c:8]1[O:9][CH3:10]. The reactants are C=1C=CC2=C(C1)CCC(=O)O2 (dihydrocoumarin), CCOCC (ether), ice, C[Mg]Br (methyl magnesium bromide), CCOCC (ether), C=1C=CC2=C(C1)CCC(=O)O2 (dihydrocoumarin). Conditions: time 16 hour. The product is OC1=C(C=CC=C1)CCC(C)(O)C (4-(2-Hydroxyphenyl)-2-methyl-2-butanol). RXN SMILES: [CH3:1][Mg]Br.[CH:4]1[CH:5]=[CH:6][C:7]2[O:14]C(=O)[CH2:11][CH2:10][C:8]=2[CH:9]=1.CC[O:17][CH2:18][CH3:19]>>[OH:14][C:7]1[CH:6]=[CH:5][CH:4]=[CH:9][C:8]=1[CH2:10][CH2:11][C:18]([CH3:19])([OH:17])[CH3:1]. Reported procedure: To an ice-cooled solution of methyl magnesium bromide in ether (104 ml × 2.7M; 0.28 mole) was added slowly, under nitrogen, a solution of 13.8 g (0.093 mole) of dihydrocoumarin (Compound 28, Scheme 8) in 230 ml of dry ether. The cooling bath was then removed and the mixture stirred for a further 16 hours. The reaction mixture was then poured onto 300 g of ice and 10 ml of conc. H2SO4 and the mixture was stirred to ensure dissolution. The organic layer was then separated and the aqueous layer was... Reactants: C12=CC=C(C=C1)S2 (paraphenylene sulfide), C12=CC(=CC=C1)S2 (metaphenylene sulfide). The product is C12=CC=C(C=C1)S2.C12=CC(=CC=C1)S2 (Paraphenylene Sulfide Metaphenylene Sulfide). RXN SMILES: [C:1]12[S:7][C:4]([CH:5]=[CH:6]1)=[CH:3][CH:2]=2.[C:8]12[S:14][C:10](=[CH:11][CH:12]=[CH:13]1)[CH:9]=2>>[C:4]12[S:7][C:1]([CH:6]=[CH:5]1)=[CH:2][CH:3]=2.[C:10]12[S:14][C:8](=[CH:13][CH:12]=[CH:11]1)[CH:9]=2 |f:2.3|. Procedure details: The results of analysis of the block copolymers with infrared absorption spectra indicate that the ratio of paraphenylene sulfide to metaphenylene sulfide of each of the copolymers was 85:15. The reactants are ice, C(C)(C)(C)[Si](OC1=CC(=CC(=C1)OCCOCCOCCOCCOCCOC(C1=CC=CC=C1)(C1=CC=CC=C1)C1=CC=CC=C1)O[Si](C)(C)C(C)(C)C)(C)C (1,3-bis-(tert-butyl-dimethyl-silanyloxy)-5-[2-(2-{2-[2-(2-trityloxy-ethoxy)-ethoxy]-ethoxy}-ethoxy)-ethoxy]-benzene), [F-].C(CCC)[N+](CCCC)(CCCC)CCCC (tetrabutylammonium fluoride). Solvent: C1CCOC1 (THF), C1CCOC1 (THF). Conditions: time 1 hour. Product: C(C1=CC=CC=C1)(C1=CC=CC=C1)(C1=CC=CC=C1)OCCOCCOCCOCCOCCOC=1C=C(C=C(C1)O)O (5-[2-(2-{2-[2-(2-trityloxy-ethoxy)-ethoxy]-ethoxy}-ethoxy)-ethoxy]-benzene-1,3-diol), oil. The yield is 96.0%. RXN SMILES: C([Si](C)(C)[O:6][C:7]1[CH:12]=[C:11]([O:13][CH2:14][CH2:15][O:16][CH2:17][CH2:18][O:19][CH2:20][CH2:21][O:22][CH2:23][CH2:24][O:25][CH2:26][CH2:27][O:28][C:29]([C:42]2[CH:47]=[CH:46][CH:45]=[CH:44][CH:43]=2)([C:36]2[CH:41]=[CH:40][CH:39]=[CH:38][CH:37]=2)[C:30]2[CH:35]=[CH:34][CH:33]=[CH:32][CH:31]=2)[CH:10]=[C:9]([O:48][Si](C(C)(C)C)(C)C)[CH:8]=1)(C)(C)C.[F-].C([N+](CCCC)(CCCC)CCCC)CCC>C1COCC1>[C:29]([O:28][CH2:27][CH2:26][O:25][CH2:24][CH2:23][O:22][CH2:21][CH2:20][O:19][CH2:18][CH2:17][O:16][CH2:15][CH2:14][O:13][C:11]1[CH:12]=[C:7]([OH:6])[CH:8]=[C:9]([OH:48])[CH:10]=1)([C:42]1[CH:43]=[CH:44][CH:45]=[CH:46][CH:47]=1)([C:36]1[CH:37]=[CH:38][CH:39]=[CH:40][CH:41]=1)[C:30]1[CH:31]=[CH:32][CH:33]=[CH:34][CH:35]=1 |f:1.2|. Procedure details: To an ice-cooled solution of Compound 44 (2.81 g, 3.44 mmol) in THF (30 ml), a solution of 1M tetrabutylammonium fluoride in THF (4 ml) was added. After completion of the addition, the ice bath was removed, and this was followed by stirring at room temperature for 1 hour. This was poured over water to stop the reaction, after which extraction from ethyl acetate was conducted. The organic phases were combined and washed with saturated brine, thereafter dried with anhydrous sodium sulfate. Filtrat...